Dataset: the Open Reaction Database (ORD), a public repository of structured organic reaction records. Task: describe an organic reaction: reactants, conditions, products, and yield The reactants are N[C@H](C(=O)O)CC1=CC=C(C=C1)OCCC=1N=C(OC1C)C1=CC=CC=C1 ((2S)-2-amino-3-{4-[2-(5-methyl-2-phenyl-1,3oxazol-4-yl)ethoxy]phenyl}propanoic acid), FC1=CC=C(C=C1)C(CC(CC)=O)=O ((4-Fluorophenyl)-1,3-pentanedione). Product: C(C)/C(=C/C(=O)C1=CC=C(C=C1)F)/N[C@H](C(=O)O)CC1=CC=C(C=C1)OCCC=1N=C(OC1C)C1=CC=CC=C1 ((2S)-2-{[(Z)-1-ethyl-3-(4-fluorophenyl)-3-oxo-1-propenyl]amino}-3-{4-[2-(5-methyl-2-phenyl-1,3-oxazol-4-yl)ethoxy]phenyl}propanoic acid), Example 35. Reaction SMILES: [NH2:1][C@@H:2]([CH2:6][C:7]1[CH:12]=[CH:11][C:10]([O:13][CH2:14][CH2:15][C:16]2[N:17]=[C:18]([C:22]3[CH:27]=[CH:26][CH:25]=[CH:24][CH:23]=3)[O:19][C:20]=2[CH3:21])=[CH:9][CH:8]=1)[C:3]([OH:5])=[O:4].[F:28][C:29]1[CH:34]=[CH:33][C:32]([C:35](=[O:41])[CH2:36][C:37](=O)[CH2:38][CH3:39])=[CH:31][CH:30]=1>>[CH2:38](/[C:37](/[NH:1][C@@H:2]([CH2:6][C:7]1[CH:12]=[CH:11][C:10]([O:13][CH2:14][CH2:15][C:16]2[N:17]=[C:18]([C:22]3[CH:27]=[CH:26][CH:25]=[CH:24][CH:23]=3)[O:19][C:20]=2[CH3:21])=[CH:9][CH:8]=1)[C:3]([OH:5])=[O:4])=[CH:36]/[C:35]([C:32]1[CH:31]=[CH:30][C:29]([F:28])=[CH:34][CH:33]=1)=[O:41])[CH3:39]. Procedure details: The title compound was prepared (as described above for the preparation of Example 2) from 100 mg (0.27 mmol) of Intermediate 45 and 49 mg (0.27 mmol) of Intermediate 32 to yield 83 mg of Example 35: TLC (EtOAc/MeOH (7:3): Rf=0.28; 1H NMR (DMSO-d6, 400 MHz) δ11.38 (d, 1H, J=7.00), 7.84 (m. 4H), 7.45 (m, 3H), 7.16 (t, 2H, J=8.72), 7.09 (d, 2H, J=7.69), 6.77 (d, 2H, J=7.69), 5.49 (s, 1H), 4.11 (m, 2H), 4.01(m, br, 1H), 3.13 (m, 1H), 2.86 (m, 2H), 2.72 (s, br, 1H), 2.30 (s, 3H), 1.62 (s, 3H); low r... The reactants are COc1nc(NC(=S)NS(=O)(=O)c2ccccn2)nc(OC)n1, CC(C)=O. The product is COc1nc(NC(=O)NS(=O)(=O)c2ccccn2)nc(OC)n1. Reaction SMILES: [CH3:1][O:2][c:3]1[n:4][c:5]([NH:11][C:12]([NH:13][S:14](=[O:15])(=[O:16])[c:17]2[n:18][cH:19][cH:20][cH:21][cH:22]2)=[S:23])[n:6][c:7]([O:9][CH3:10])[n:8]1.[CH3:24][C:25]([CH3:26])=[O:27]>>[CH3:1][O:2][c:3]1[n:4][c:5]([NH:11][C:12]([NH:13][S:14](=[O:15])(=[O:16])[c:17]2[n:18][cH:19][cH:20][cH:21][cH:22]2)=[O:27])[n:6][c:7]([O:9][CH3:10])[n:8]1. Run in ClCCCl (DCE), C(Cl)Cl (DCM), [Cl-].[Na+].O (brine). Conditions: time 2 hour. Reported procedure: To a solution of 4-{1-[5-(1-formyl-cyclopropyl)-isoxazol-3-ylcarbamoyl]-1H-indol-5-yloxy}-5,7-dihydro-pyrrolo[3,4-d]pyrimidine-6-carboxylic acid tert-butyl ester (120 mg, 0.226 mmol) in DCE (2 ml), dimethylamine (0.34 mL, 0.679 mmol) and sodium triacetoxyborohydride (192 mg, 0.905 mmol) are added. After 2 h the reaction is complete, brine is added and the product is extracted with EtOAc. The organics are dried and evaporated to give the crude product. The mixture is diluted with DCM (10 mL) and ... Product: CN(C)CC1(CC1)C1=CC(=NO1)NC(=O)N1C=CC2=CC(=CC=C12)OC=1C2=C(N=CN1)CNC2 (5-(6,7-dihydro-5H-pyrrolo[3,4-d]pyrimidin-4-yloxy)-indole-1-carboxylic acid [5-(1-dimethylaminomethyl-cyclopropyl)-isoxazol-3-yl]-amide). RXN SMILES: C(OC([N:8]1[CH2:16][C:15]2[C:14]([O:17][C:18]3[CH:19]=[C:20]4[C:24](=[CH:25][CH:26]=3)[N:23]([C:27](=[O:39])[NH:28][C:29]3[CH:33]=[C:32]([C:34]5([CH:37]=O)[CH2:36][CH2:35]5)[O:31][N:30]=3)[CH:22]=[CH:21]4)=[N:13][CH:12]=[N:11][C:10]=2[CH2:9]1)=O)(C)(C)C.[CH3:40][NH:41][CH3:42].C(O[BH-](OC(=O)C)OC(=O)C)(=O)C.[Na+].C(O)(C(F)(F)F)=O>ClCCCl.[Cl-].[Na+].O.C(Cl)Cl>[CH3:40][N:41]([CH2:37][C:34]1([C:32]2[O:31][N:30]=[C:29]([NH:28][C:27]([N:23]3[C:24]4[C:20](=[CH:19][C:18]([O:17][C:14]5[C:15]6[CH2:16][NH:8][CH2:9][C:10]=6[N:11]=[CH:12][N:13]=5)=[CH:26][CH:25]=4)[CH:21]=[CH:22]3)=[O:39])[CH:33]=2)[CH2:35][CH2:36]1)[CH3:42] |f:2.3,6.7.8|. The reactants are C(C)(C)(C)OC(=O)N1CC=2N=CN=C(C2C1)OC=1C=C2C=CN(C2=CC1)C(NC1=NOC(=C1)C1(CC1)C=O)=O (4-{1-[5-(1-formyl-cyclopropyl)-isoxazol-3-ylcarbamoyl]-1H-indol-5-yloxy}-5,7-dihydro-pyrrolo[3,4-d]pyrimidine-6-carboxylic acid tert-butyl ester), CNC (dimethylamine), C(C)(=O)O[BH-](OC(C)=O)OC(C)=O.[Na+] (sodium triacetoxyborohydride), C(=O)(C(F)(F)F)O (TFA). The reactants are N1C=NC=C1 (Imidazole), S(=O)(Cl)Cl (thionyl chloride). The solvent is O1CCCC1 (tetrahydrofuran). Run at time 3 hour. The product is S(=O)(C=1NC=CN1)C=1NC=CN1 (sulfinyldiimidazole). As a reaction SMILES: [NH:1]1[CH:5]=[CH:4][N:3]=[CH:2]1.[S:6](Cl)(Cl)=[O:7]>O1CCCC1>[S:6]([C:2]1[NH:1][CH:5]=[CH:4][N:3]=1)([C:2]1[NH:1][CH:5]=[CH:4][N:3]=1)=[O:7]. Procedure: Imidazole (43.2 g, 635 mmol) was dissolved in tetrahydrofuran (100 ml), and under ice cooling, thionyl chloride (23.5 g, 199 mmol) was added thereto. The reaction mixture was stirred for 3 hours at room temperature, and then the salt thus produced was separated by filtration. Thus, a sulfinyldiimidazole solution was obtained. The reactants are CC(C)(C)NCCCCOC1=C(C(=O)NC2=C3C=CNC3=CC=C2)C=CC=C1 (2-[4-[1,1-dimethylethylamino)-butoxy]-N-(1H-indol-4-yl)benzamide), COC=1C=C(C=C(C1OC)OC)CCN1CCNCC1 (1-[2-(3,4,5-trimethoxyphenyl)ethyl]piperazine), C([O-])([O-])=O.[Na+].[Na+] (sodium carbonate). Reaction SMILES: CC(N[CH2:6][CH2:7][CH2:8][CH2:9][O:10][C:11]1[CH:28]=[CH:27][CH:26]=[CH:25][C:12]=1[C:13]([NH:15][C:16]1[CH:24]=[CH:23][CH:22]=[C:21]2[C:17]=1[CH:18]=[CH:19][NH:20]2)=[O:14])(C)C.[CH3:29][O:30][C:31]1[CH:32]=[C:33]([CH2:41][CH2:42][N:43]2[CH2:48][CH2:47][NH:46][CH2:45][CH2:44]2)[CH:34]=[C:35]([O:39][CH3:40])[C:36]=1[O:37][CH3:38].C(=O)([O-])[O-].[Na+].[Na+]>C(O)C>[NH:20]1[C:21]2[C:17](=[C:16]([NH:15][C:13](=[O:14])[C:12]3[CH:25]=[CH:26][CH:27]=[CH:28][C:11]=3[O:10][CH2:9][CH2:8][CH2:7][CH2:6][N:46]3[CH2:47][CH2:48][N:43]([CH2:42][CH2:41][C:33]4[CH:32]=[C:31]([O:30][CH3:29])[C:36]([O:37][CH3:38])=[C:35]([O:39][CH3:40])[CH:34]=4)[CH2:44][CH2:45]3)[CH:24]=[CH:23][CH:22]=2)[CH:18]=[CH:19]1 |f:2.3.4|. Yield: 90.8%. Product: N1C=CC2=C(C=CC=C12)NC(C1=C(C=CC=C1)OCCCCN1CCN(CC1)CCC1=CC(=C(C(=C1)OC)OC)OC)=O (N-(1H-indol-4-yl)-2-[4-[4-[2-(3,4,5-trimethoxyphenyl)ethyl]-1-piperazinyl]butoxy]benzamide). Procedure details: 2.5 g of 2-(4-bromobutoxy)-N-(1H-indol-4-yl)benzamide of Example 33, 2.71 g of 1-[2-(3,4,5-trimethoxyphenyl)ethyl]piperazine [German Patent No. 3,347,173] and 0.683 g of sodium carbonate in 25 ml of ethanol were heated to 60° C. for 10 hours and the mixture is cooled and poured into ater and extracted with ethyl acetate. The extract was washed with water and dried and the solvents were evaporated under reduced pressure. The residue was chromatographed over silica (eluant:chloroform/acetone/triet... Run in C(C)O (ethanol).